This data is from the Open Reaction Database (ORD), a public repository of structured organic reaction records. The task is: describe an organic reaction: reactants, conditions, products, and yield Starting materials: ClCCl, O=C(O)C(F)(F)F, CC(C)(O)c1ccc(Cn2ncc3cc(C=C4SC(N5CCOC(CO)C5)=NC4=O)ccc32)c(C(F)(F)F)c1. Product: C=C(C)c1ccc(Cn2ncc3cc(C=C4SC(N5CCOC(CO)C5)=NC4=O)ccc32)c(C(F)(F)F)c1. Reaction SMILES: [Cl:47][CH2:48][Cl:49].[F:40][C:41]([F:42])([F:43])[C:44]([OH:45])=[O:46].[OH:1][C:2]([CH3:3])([CH3:4])[c:5]1[cH:6][c:7]([C:36]([F:37])([F:38])[F:39])[c:8]([CH2:9][n:10]2[n:11][cH:12][c:13]3[cH:14][c:15]([CH:19]=[C:20]4[C:21](=[O:33])[N:22]=[C:23]([N:25]5[CH2:26][CH:27]([CH2:31][OH:32])[O:28][CH2:29][CH2:30]5)[S:24]4)[cH:16][cH:17][c:18]23)[cH:34][cH:35]1>>[C:2](=[CH2:3])([CH3:4])[c:5]1[cH:6][c:7]([C:36]([F:37])([F:38])[F:39])[c:8]([CH2:9][n:10]2[n:11][cH:12][c:13]3[cH:14][c:15]([CH:19]=[C:20]4[C:21](=[O:33])[N:22]=[C:23]([N:25]5[CH2:26][CH:27]([CH2:31][OH:32])[O:28][CH2:29][CH2:30]5)[S:24]4)[cH:16][cH:17][c:18]23)[cH:34][cH:35]1. The reactants are COc1cc2c(cc1OC)CC(=O)N(CCCCl)CC2, CN, [Na+], [OH-]. The product is CNCCCN1CCc2cc(OC)c(OC)cc2CC1=O, Cl. As a reaction SMILES: [CH3:1][O:2][c:3]1[cH:4][c:5]2[c:6]([cH:17][c:18]1[O:19][CH3:20])[CH2:7][C:8](=[O:16])[N:9]([CH2:12][CH2:13][CH2:14][Cl:15])[CH2:10][CH2:11]2.[CH3:21][NH2:22].[Na+:24].[OH-:23]>>[CH3:1][O:2][c:3]1[cH:4][c:5]2[c:6]([cH:17][c:18]1[O:19][CH3:20])[CH2:7][C:8](=[O:16])[N:9]([CH2:12][CH2:13][CH2:14][NH:22][CH3:21])[CH2:10][CH2:11]2.[ClH:15].